Dataset: the Open Reaction Database (ORD), a public repository of structured organic reaction records. Task: describe an organic reaction: reactants, conditions, products, and yield Starting materials: C1(CC1)C1=NC2=CC=CC=C2C(=C1/C=C/[C@@H]1C[C@@H](OC(O1)(C)C)CC(=O)N(C)OC)C1=CC=C(C=C1)F (E-(6-{2-[2-cyclopropyl-4-(4-fluorophenyl)quinolin-3-yl]vinyl}-[(4R,6S)-2,2-dimethyl-[1,3]dioxan-4-yl])-N-methoxy-N-methyl-acetamide), S(O)(O)(=O)=O (sulfuric acid). Run at time 5 hour. Yield: 50.0%. Run in C(C)#N (acetonitrile). The product is C1(CC1)C1=NC2=CC=CC=C2C(=C1/C=C/[C@@H]1C[C@H](CC(O1)=O)O)C1=CC=C(C=C1)F (E-6-{2-[2-cyclopropyl-4-(4-fluorophenyl)quinolin-3-yl]vinyl}-(4R,6S)-4-hydroxy-3,4,5,6-tetrahydro-2H-pyran-2-one). Procedure details: E-(6-{2-[2-cyclopropyl-4-(4-fluorophenyl)quinolin-3-yl]vinyl}-[(4R,6S)-2,2-dimethyl-[1,3]dioxan-4-yl])-N-methoxy-N-methyl-acetamide (3.0 g), acetonitrile (50.0 mL), and sulfuric acid (0.3 mL) were added to a reactor. The reaction mixture was stirred at 50˜60° C. for 5 hours and then concentrated under reduced pressure. Ethyl acetate (50.0 mL) and water (50.0 mL) were added to the resulting residue. The separated organic layer was dried under reduced pressure to obtain E-6-{2-[2-cyclopropyl-4-(4-... As a reaction SMILES: [CH:1]1([C:4]2[C:13](/[CH:14]=[CH:15]/[C@H:16]3[O:21]C(C)(C)[O:19][C@@H:18]([CH2:24][C:25](N(OC)C)=[O:26])[CH2:17]3)=[C:12]([C:31]3[CH:36]=[CH:35][C:34]([F:37])=[CH:33][CH:32]=3)[C:11]3[C:6](=[CH:7][CH:8]=[CH:9][CH:10]=3)[N:5]=2)[CH2:3][CH2:2]1.S(=O)(=O)(O)O>C(#N)C>[CH:1]1([C:4]2[C:13](/[CH:14]=[CH:15]/[C@H:16]3[O:21][C:25](=[O:26])[CH2:24][C@H:18]([OH:19])[CH2:17]3)=[C:12]([C:31]3[CH:36]=[CH:35][C:34]([F:37])=[CH:33][CH:32]=3)[C:11]3[C:6](=[CH:7][CH:8]=[CH:9][CH:10]=3)[N:5]=2)[CH2:2][CH2:3]1.